From a dataset of the Open Reaction Database (ORD), a public repository of structured organic reaction records. describe an organic reaction: reactants, conditions, products, and yield RXN SMILES: [CH2:1]1[O:2][C:3]2([CH2:4][CH2:5][C:6]([c:9]3[cH:10][c:11]([F:17])[c:12]([F:16])[c:13]([F:15])[cH:14]3)([OH:18])[CH2:7][CH2:8]2)[O:19][CH2:20]1.[CH3:21][c:22]1[cH:23][cH:24][cH:25][cH:26][cH:27]1>>[CH2:1]1[O:2][C:3]2([CH2:4][CH:5]=[C:6]([c:9]3[cH:10][c:11]([F:17])[c:12]([F:16])[c:13]([F:15])[cH:14]3)[CH2:7][CH2:8]2)[O:19][CH2:20]1. The reactants are OC1(c2cc(F)c(F)c(F)c2)CCC2(CC1)OCCO2, Cc1ccccc1. Product: Fc1cc(C2=CCC3(CC2)OCCO3)cc(F)c1F. Starting materials: C(=O)(N1C=NC=C1)N1C=NC=C1 (carbonyldiimidazol), OC(=O)C(C)C1=CC=C(CC(C)C)C=C1 ((±)-Ibuprofen), C1CCOC1 (THF), solution, (RR,SS)-3-(2-dimethylaminomethyl-1-hydroxy-cyclohexyl)-phenol, [H-].[Na+] (sodium hydride). Conditions: time 2 hour. Product: C(C(C)C)C1=CC=C(C=C1)C(C(=O)OC1=CC(=CC=C1)C1(C(CCCC1)CN(C)C)O)C (3-(2-Dimethylaminomethyl-1-hydroxycyclohexyl)-phenyl 2-(4-Isobutyl-phenyl)-propionate). As a reaction SMILES: [C:1]([N:8]1[CH:12]=[CH:11]N=[CH:9]1)(N1C=CN=C1)=O.[OH:13][C:14]([CH:16]([C:18]1[CH:27]=[CH:26][C:21]([CH2:22][CH:23]([CH3:25])[CH3:24])=[CH:20][CH:19]=1)[CH3:17])=[O:15].[H-].[Na+].[CH2:30]1[CH2:34][O:33][CH2:32][CH2:31]1>>[CH2:22]([C:21]1[CH:20]=[CH:19][C:18]([CH:16]([CH3:17])[C:14]([O:13][C:16]2[CH:17]=[CH:32][CH:31]=[C:30]([C:34]3([OH:33])[CH2:20][CH2:19][CH2:18][CH2:27][CH:11]3[CH2:12][N:8]([CH3:1])[CH3:9])[CH:14]=2)=[O:15])=[CH:27][CH:26]=1)[CH:23]([CH3:24])[CH3:25] |f:2.3|. Reported procedure: 0.76 g (4.8 mmol) of carbonyldiimidazol were added to 1 g (4.8 mmol) of (±)-Ibuprofen in 60 ml of dry THF. The reaction was kept at room temperature for 2 h, after which a 60% solution of 0.59 g (2.4 mmol) of (RR,SS)-3-(2-dimethylaminomethyl-1-hydroxy-cyclohexyl)-phenol previously treated with 0.1 g (2.5 mmol) of sodium hydride in mineral oil was added. The reactants are C1(=CC=CC=C1)N1CCNCC1 (N-phenylpiperazine), N1C=CC2=CC=CC(=C12)C(=O)O (Indole-7-carboxylic acid), N,N'-Carbonyldiimidazole, ice water. Solvent: CN(C=O)C (dimethylformamide). Run at time 1 hour. The product is N1C=CC2=CC=CC(=C12)C(=O)N1CCN(CC1)C1=CC=CC=C1 (1-(1H-indol-7-ylcarbonyl)-4-phenylpiperazine). Yield: 54.0%. Reaction SMILES: [NH:1]1[C:9]2[C:4](=[CH:5][CH:6]=[CH:7][C:8]=2[C:10]([OH:12])=O)[CH:3]=[CH:2]1.[C:13]1([N:19]2[CH2:24][CH2:23][NH:22][CH2:21][CH2:20]2)[CH:18]=[CH:17][CH:16]=[CH:15][CH:14]=1>CN(C)C=O>[NH:1]1[C:9]2[C:4](=[CH:5][CH:6]=[CH:7][C:8]=2[C:10]([N:22]2[CH2:23][CH2:24][N:19]([C:13]3[CH:18]=[CH:17][CH:16]=[CH:15][CH:14]=3)[CH2:20][CH2:21]2)=[O:12])[CH:3]=[CH:2]1. Procedure details: Indole-7-carboxylic acid (3.20 g, 0.02 mole) was dissolved in 30 ml of dimethylformamide (DMF) and chilled with ice-water. N,N'-Carbonyldiimidazole (3.30 g, 0.02 mole) was then added and the reaction mixture was allowed to stir for 1 hour. At the end of this time N-phenylpiperazine (4.0 g, 0.025 mole) was added, the cold bath was removed., and the reaction mixture was allowed to come to room temperatureover 3 hours. The product was filtered off and recrystallized form toluene to give 3.30 g (54%... Reactants: BrCCBr (1,2-dibromoethane), C([O-])([O-])=O.[K+].[K+] (potassium carbonate), NC=1C=C2C(=C(C=NC2=CC1O)C#N)NC1=CC(=C(C=C1)F)Cl (6-amino-4-(3-chloro-4-fluoro-phenylamino)-7-hydroxy-quinoline-3-carbonitrile). Solvent: C(C)OCCO (2-ethoxyethanol). Conditions: temperature 135 celsius. Product: ClC=1C=C(NC2=C(C=NC=3C=C4C(=CC23)NCCO4)C#N)C=CC1F (9-(3-Chloro-4-fluoroanilino)-2,3-dihydro-1H-[1,4]oxazino[3,2-g]quinoline-8-carbonitrile). Yield: 45.1%. RXN SMILES: [NH2:1][C:2]1[CH:3]=[C:4]2[C:9](=[CH:10][C:11]=1[OH:12])[N:8]=[CH:7][C:6]([C:13]#[N:14])=[C:5]2[NH:15][C:16]1[CH:21]=[CH:20][C:19]([F:22])=[C:18]([Cl:23])[CH:17]=1.Br[CH2:25][CH2:26]Br.C(=O)([O-])[O-].[K+].[K+]>C(OCCO)C>[Cl:23][C:18]1[CH:17]=[C:16]([CH:21]=[CH:20][C:19]=1[F:22])[NH:15][C:5]1[C:4]2[CH:3]=[C:2]3[NH:1][CH2:25][CH2:26][O:12][C:11]3=[CH:10][C:9]=2[N:8]=[CH:7][C:6]=1[C:13]#[N:14] |f:2.3.4|. Procedure: An amount of 6-amino-4-(3-chloro-4-fluoro-phenylamino)-7-hydroxy-quinoline-3-carbonitrile (4 g, 12.2 mmol) was stirred in 2-ethoxyethanol (480 mL), and to this were added 1,2-dibromoethane (22.9 g, 12.2 mmol), and potassium carbonate (10.1 g, 73 mmol), and the mixture was heated at 135° C. for 0.5 hours. After cooling to room temperature, the mixture was filtered over a thin silica pad and evaporated to an oil. To this was added ethyl acetate and saturated brine solution, and the layers were sep... Reactants: [H-].[Na+] (Sodium hydride), C(C(O)CC#N)#N (malonitrile), N1=CC=CC=C1 (pyridine), BrC1=CC=C(C=N1)N1C(C2=CC=CC=C2C2=C1N1C(=N2)C=CC(=C1)OC)=O (6-(6-Bromo-pyridin-3-yl)-9-methoxypyrido[2′,1′:2,3]imidazo[4,5-c]isoquinolin-5(6H)-one). Reaction conditions: time 5 minute. Yields the product C(#N)C(C#N)C1=NC=C(C=C1)N1C(C2=CC=CC=C2C2=C1N1C(=N2)C=CC(=C1)OC)=O (α-cyano-5-[5,6-dihydro-9-methoxy-5-oxo-pyrido[2′,1′:2,3]imidazo[4,5-c]isoquinolin-6-yl]-2-pyridineacetonitrile). Isolated yield 19.0%. As a reaction SMILES: [H-].[Na+].C(#N)[CH:4]([CH2:6][C:7]#[N:8])O.Br[C:11]1[N:16]=[CH:15][C:14]([N:17]2[C:26]3[N:27]4[CH:33]=[C:32]([O:34][CH3:35])[CH:31]=[CH:30][C:28]4=[N:29][C:25]=3[C:24]3[C:19](=[CH:20][CH:21]=[CH:22][CH:23]=3)[C:18]2=[O:36])=[CH:13][CH:12]=1.[N:37]1C=CC=CC=1>>[C:7]([CH:6]([C:11]1[CH:12]=[CH:13][C:14]([N:17]2[C:26]3[N:27]4[CH:33]=[C:32]([O:34][CH3:35])[CH:31]=[CH:30][C:28]4=[N:29][C:25]=3[C:24]3[C:19](=[CH:20][CH:21]=[CH:22][CH:23]=3)[C:18]2=[O:36])=[CH:15][N:16]=1)[C:4]#[N:37])#[N:8] |f:0.1|. Procedure details: Sodium hydride (2.5 equiv., 0.950 mmol, 0.038 g (60%)) was added to a solution of malonitrile (1.2 equiv., 0.456 mmol, 0.030 g) in dry pyridine (1 ml) under Ar atmosphere. The catalyst—prepared as described above—was injected, and the mixture was stirred at room temperature for 5 min. 6-(6-Bromo-pyridin-3-yl)-9-methoxypyrido[2′,1′:2,3]imidazo[4,5-c]isoquinolin-5(6H)-one (39) (1.0 equiv., 0.380 mmol, 0.160 g) was then added and the reaction mixture was heated at 85° C. for 2 h. After destruction ... Reactants: CCOCC, CC(=O)OC(C)=O, CCCCCC(O)CCCN(CCCCCCC(=O)O)C(N)=O. The product is CCCCCC(CCCN(CCCCCCC(=O)O)C(N)=O)OC(C)=O. RXN SMILES: [CH2:31]([O:32][CH2:33][CH3:34])[CH3:35].[CH3:24][C:25](=[O:26])[O:27][C:28](=[O:29])[CH3:30].[OH:1][CH:2]([CH2:3][CH2:4][CH2:5][N:6]([C:7](=[O:8])[NH2:9])[CH2:10][CH2:11][CH2:12][CH2:13][CH2:14][CH2:15][C:16](=[O:17])[OH:18])[CH2:19][CH2:20][CH2:21][CH2:22][CH3:23]>>[O:1]([CH:2]([CH2:3][CH2:4][CH2:5][N:6]([C:7](=[O:8])[NH2:9])[CH2:10][CH2:11][CH2:12][CH2:13][CH2:14][CH2:15][C:16](=[O:17])[OH:18])[CH2:19][CH2:20][CH2:21][CH2:22][CH3:23])[C:25]([CH3:24])=[O:26]. The reactants are C(C)(=O)O (acetic acid), [Na+].[Cl-] (NaCl), C1(CC1)C1=NC2=CC=CC=C2C(=C1C=CC(=O)N(C)OC)C1=CC=C(C=C1)F (3-[2-cyclopropyl-4-(4-fluoro-phenyl)-quinolin-3-yl]-N-methoxy-N-methyl-acrylamide), C(CC(=O)C)(=O)OCC (ethyl acetoacetate), C(CCC)[Li] (butyllithium), [H-].[Na+] (sodium hydride), [H-].[Na+] (sodium hydride), C(CC(=O)C)(=O)OCC (ethyl acetoacetate), C(CCC)[Li] (butyllithium). The solvent is O (water), O1CCCC1 (tetrahydrofurane), O1CCCC1 (tetrahydrofurane), O1CCCC1 (tetrahydrofurane). Run at time 5 hour. Yields the product C(C)OC(CC(CC(\C=C\C=1C(=NC2=CC=CC=C2C1C1=CC=C(C=C1)F)C1CC1)=O)=O)=O ((E)-7-[2-cyclopropyl-4-(4-fluoro-phenyl)-quinolin-3-yl]-3,5-dioxo-hept-6-enoic acid ethyl ester). RXN SMILES: [H-].[Na+].[C:3]([O:9][CH2:10][CH3:11])(=[O:8])[CH2:4][C:5]([CH3:7])=[O:6].C([Li])CCC.[CH:17]1([C:20]2[C:29]([CH:30]=[CH:31][C:32](N(OC)C)=[O:33])=[C:28]([C:38]3[CH:43]=[CH:42][C:41]([F:44])=[CH:40][CH:39]=3)[C:27]3[C:22](=[CH:23][CH:24]=[CH:25][CH:26]=3)[N:21]=2)[CH2:19][CH2:18]1.C(O)(=O)C.[Na+].[Cl-]>O1CCCC1.O>[CH2:10]([O:9][C:3](=[O:8])[CH2:4][C:5](=[O:6])[CH2:7][C:32](=[O:33])/[CH:31]=[CH:30]/[C:29]1[C:20]([CH:17]2[CH2:18][CH2:19]2)=[N:21][C:22]2[C:27]([C:28]=1[C:38]1[CH:39]=[CH:40][C:41]([F:44])=[CH:42][CH:43]=1)=[CH:26][CH:25]=[CH:24][CH:23]=2)[CH3:11] |f:0.1,6.7|. Procedure details: To a suspension of sodium hydride (100 mg, 4.17 mmol) in tetrahydrofurane (4 ml) under argon is added at −5° C. ethyl acetoacetate (546 mg, 4.19 mmol), butyllithium (n-heptane solution (soln.), 1.55 ml, 4.19 mmol), and a solution of 3-[2-cyclopropyl-4-(4-fluoro-phenyl)-quinolin-3-yl]-N-methoxy-N-methyl-acrylamide in tetrahydrofurane (9 ml). After 5 h stirring at room temperature, the reaction mixture is added to a suspension of sodium hydride (200 mg, 8.33 mmol), ethyl acetoacetate (1.09 g, 8.39... Starting materials: C(CCC)C=1N(C(N(N1)C(C1=CC=CC=C1)C(=O)OC)=O)CC1=CC=C(C=C1)C1=C(C=CC=C1)C1=NN=NN1C(C1=CC=CC=C1)(C1=CC=CC=C1)C1=CC=CC=C1 (5-n-butyl-2-[α-(carbomethoxy)benzyl]-2,4-dihydro-4-[[2'-(N-trityltetrazol-5-yl)biphenyl-4-yl]methyl]-3H-1,2,4-triazol-3-one). Solvent: C(C)(=O)O (acetic acid). Reaction conditions: temperature 65 celsius. The product is C(CCC)C=1N(C(N(N1)C(C1=CC=CC=C1)C(=O)OC)=O)CC1=CC=C(C=C1)C1=C(C=CC=C1)C1=NN=NN1 (5-n-Butyl-2-[α-(carbomethoxy)benzyl]-2,4-dihydro-4-[[2'-(5-tetrazolyl)biphenyl-4-yl]methyl]-3H-1,2,4-triazol-3-one). Yield: 96.0%. RXN SMILES: [CH2:1]([C:5]1[N:6]([CH2:22][C:23]2[CH:28]=[CH:27][C:26]([C:29]3[CH:34]=[CH:33][CH:32]=[CH:31][C:30]=3[C:35]3[N:39](C(C4C=CC=CC=4)(C4C=CC=CC=4)C4C=CC=CC=4)[N:38]=[N:37][N:36]=3)=[CH:25][CH:24]=2)[C:7](=[O:21])[N:8]([CH:10]([C:17]([O:19][CH3:20])=[O:18])[C:11]2[CH:16]=[CH:15][CH:14]=[CH:13][CH:12]=2)[N:9]=1)[CH2:2][CH2:3][CH3:4]>C(O)(=O)C>[CH2:1]([C:5]1[N:6]([CH2:22][C:23]2[CH:24]=[CH:25][C:26]([C:29]3[CH:34]=[CH:33][CH:32]=[CH:31][C:30]=3[C:35]3[NH:39][N:38]=[N:37][N:36]=3)=[CH:27][CH:28]=2)[C:7](=[O:21])[N:8]([CH:10]([C:17]([O:19][CH3:20])=[O:18])[C:11]2[CH:16]=[CH:15][CH:14]=[CH:13][CH:12]=2)[N:9]=1)[CH2:2][CH2:3][CH3:4]. Procedure: Deprotection of 5-n-butyl-2-[α-(carbomethoxy)benzyl]-2,4-dihydro-4-[[2'-(N-trityltetrazol-5-yl)biphenyl-4-yl]methyl]-3H-1,2,4-triazol-3-one in 67% aqueous acetic acid was accomplished by the procedure of Example 3, Step B, except the mixture was heated overnight at 65° C. After work-up, the residue was flash chromatographed over silica gel (30 mL for 0.14 mmole, elution with 4-10% MeOH/CH2Cl2) to give the title compound in 96% yield as an off-white foam, homogeneous by TLC in 9:1 CH2Cl2 /MeOH, m...